Dataset: the Open Reaction Database (ORD), a public repository of structured organic reaction records. Task: describe an organic reaction: reactants, conditions, products, and yield Reactants: FC1=CC2=C(N(N=N2)C2=C(C=CC=C2)OC)C=C1N1C(=O)C2=C(CCCC2)C1=O (N-[5-fluoro-1-(o-methoxyphenyl)-1H -benzotriazol-6-yl]-1-cyclohexene-1,2-dicarboximide), B(Br)(Br)Br (boron tribromide), C(C)(=O)OCC (ethyl acetate). Run in C(Cl)Cl (methylene chloride), C(Cl)Cl (methylene chloride), C(Cl)Cl (methylene chloride). Conditions: time 8 hour. Product: FC1=CC2=C(N(N=N2)C2=C(C=CC=C2)O)C=C1N1C(=O)C2=C(CCCC2)C1=O (N-[5-fluoro-1-(o-hydroxyphenyl)-1H -benzotriazole-6-yl]-1-cyclohexene-1,2-dicarboximide). Reaction SMILES: [F:1][C:2]1[C:18]([N:19]2[C:28](=[O:29])[C:23]3[CH2:24][CH2:25][CH2:26][CH2:27][C:22]=3[C:20]2=[O:21])=[CH:17][C:5]2[N:6]([C:9]3[CH:14]=[CH:13][CH:12]=[CH:11][C:10]=3[O:15]C)[N:7]=[N:8][C:4]=2[CH:3]=1.B(Br)(Br)Br.C(OCC)(=O)C>C(Cl)Cl>[F:1][C:2]1[C:18]([N:19]2[C:20](=[O:21])[C:22]3[CH2:27][CH2:26][CH2:25][CH2:24][C:23]=3[C:28]2=[O:29])=[CH:17][C:5]2[N:6]([C:9]3[CH:14]=[CH:13][CH:12]=[CH:11][C:10]=3[OH:15])[N:7]=[N:8][C:4]=2[CH:3]=1. Procedure: A solution of N-[5-fluoro-1-(o-methoxyphenyl)-1H -benzotriazol-6-yl]-1-cyclohexene-1,2-dicarboximide (1.00 g, 0.003 mol) in methylene chloride is slowly added to a one molar boron tribromide in methylene chloride solution (5 mL, 0.005 mol) at -20° C. The reaction mixture is stirred at room temperature overnight, washed sequentially with water and brine, dried over anhydrous magnesium sulfate and concentrated in vacuo to obtain a tan solid. Flash column chromatography of the solid using silica ge... Isolated yield 84.7%. Procedure details: A mixture of 9-benzyl-4-(2-bromoethoxy)-9H-carbazole (0.020 g, 0.0526 mmol), pyrrolidine (0.040 g, 0.562 mmol), and acetonitrile (1.0 mL) is stirred over the weekend at room temperature; much starting material remained so the mixture is heated at 75° C. in a capped vial for 24 h. After cooling and removal of the solvent, the residue is partitioned between CH2Cl2 and aq. sodium bicarbonate. The organic layers are dried over sodium sulfate; chromatography on silica gel eluting with CH3OH—CH2Cl2 (4... The reactants are C(C1=CC=CC=C1)N1C2=CC=CC=C2C=2C(=CC=CC12)OCCBr (9-benzyl-4-(2-bromoethoxy)-9H-carbazole), N1CCCC1 (pyrrolidine). Yields the product C(C1=CC=CC=C1)N1C2=CC=CC=C2C=2C(=CC=CC12)OCCN1CCCC1 (9-Benzyl-4-[2-(1-pyrrolidinyl)ethoxy]-9H-carbazole). As a reaction SMILES: [CH2:1]([N:8]1[C:20]2[CH:19]=[CH:18][CH:17]=[C:16]([O:21][CH2:22][CH2:23]Br)[C:15]=2[C:14]2[C:9]1=[CH:10][CH:11]=[CH:12][CH:13]=2)[C:2]1[CH:7]=[CH:6][CH:5]=[CH:4][CH:3]=1.[NH:25]1[CH2:29][CH2:28][CH2:27][CH2:26]1>C(#N)C>[CH2:1]([N:8]1[C:20]2[CH:19]=[CH:18][CH:17]=[C:16]([O:21][CH2:22][CH2:23][N:25]3[CH2:29][CH2:28][CH2:27][CH2:26]3)[C:15]=2[C:14]2[C:9]1=[CH:10][CH:11]=[CH:12][CH:13]=2)[C:2]1[CH:7]=[CH:6][CH:5]=[CH:4][CH:3]=1. The solvent is C(C)#N (acetonitrile). The reactants are BrC=1C=C(C(=NC1)CCCCN)N (5-Bromo-2-(4-aminobutyl)-3-aminopyridine), [N+](=O)([O-])NC1=NC=C(C(N1)=O)CC=1C=NC(=CC1)C (2-nitroamino-5-(6-methylpyrid-3-ylmethyl)-4-pyrimidone). The solvent is N1=CC=CC=C1 (pyridine). The product is BrC=1C=C(C(=NC1)CCCCNC1=NC=C(C(N1)=O)CC=1C=NC(=CC1)C)N (2-[4-(5-bromo-3-aminopyrid-2-yl)butylamino]-5-(6-methylpyrid-3-ylmethyl) 4-pyrimidone). Isolated yield 57.3%. Reaction SMILES: [Br:1][C:2]1[CH:3]=[C:4]([NH2:13])[C:5]([CH2:8][CH2:9][CH2:10][CH2:11][NH2:12])=[N:6][CH:7]=1.[N+](N[C:18]1[NH:23][C:22](=[O:24])[C:21]([CH2:25][C:26]2[CH:27]=[N:28][C:29]([CH3:32])=[CH:30][CH:31]=2)=[CH:20][N:19]=1)([O-])=O>N1C=CC=CC=1>[Br:1][C:2]1[CH:3]=[C:4]([NH2:13])[C:5]([CH2:8][CH2:9][CH2:10][CH2:11][NH:12][C:18]2[NH:23][C:22](=[O:24])[C:21]([CH2:25][C:26]3[CH:27]=[N:28][C:29]([CH3:32])=[CH:30][CH:31]=3)=[CH:20][N:19]=2)=[N:6][CH:7]=1. Reported procedure: 5-Bromo-2-(4-aminobutyl)-3-aminopyridine (0.5 g) and 2-nitroamino-5-(6-methylpyrid-3-ylmethyl)-4-pyrimidone (0.59 g) were refluxed in pyridine (2 ml) under nitrogen for 9 hours. The pyridine was removed in vacuo and the residual pyridine removed by azeotroping with n-propanol. After chromatography on silica in ethylacetate/ethanol/0.880 ammonia (15:10:2), the residue was crystallised from ethanol-ether and water (2 drops) to give 2-[4-(5-bromo-3-aminopyrid-2-yl)butylamino]-5-(6-methylpyrid-3-ylm... Reactants: C1(=CC(=CC=C1)N[C@H](C(=O)O)CC1=CC(=C(C(=C1)OC)OC)OC)C1=CC=CC=C1 ((S)-2-(Biphenyl-3-ylamino)-3-(3,4,5-trimethoxy-phenyl)-propionic acid), BrC1=CC(=CC=C1)C(C)C (1-bromo-3-isopropylbenzene). Yields the product C(C)(C)C=1C=C(C=CC1)N[C@H](C(=O)O)CC1=CC(=C(C(=C1)OC)OC)OC ((S)-2-(3-Isopropyl-phenylamino)-3-(3,4,5-trimethoxy-phenyl)-propionic acid). Reaction SMILES: [C:1]1([C:25]2[CH:30]=CC=C[CH:26]=2)[CH:6]=[CH:5][CH:4]=[C:3]([NH:7][C@@H:8]([CH2:12][C:13]2[CH:18]=[C:17]([O:19][CH3:20])[C:16]([O:21][CH3:22])=[C:15]([O:23][CH3:24])[CH:14]=2)[C:9]([OH:11])=[O:10])[CH:2]=1.BrC1C=CC=C(C(C)C)C=1>>[CH:25]([C:1]1[CH:2]=[C:3]([NH:7][C@@H:8]([CH2:12][C:13]2[CH:14]=[C:15]([O:23][CH3:24])[C:16]([O:21][CH3:22])=[C:17]([O:19][CH3:20])[CH:18]=2)[C:9]([OH:11])=[O:10])[CH:4]=[CH:5][CH:6]=1)([CH3:30])[CH3:26]. Procedure: The title compound is prepared as described for (S)-2-(Biphenyl-3-ylamino)-3-(3,4,5-trimethoxy-phenyl)-propionic acid (example 1) but using 1-bromo-3-isopropylbenzene (Lancaster). Purification by MPLC (CH3CN/H2O/TFA) afforded the title compound; ES-MS: 374.1 [M+H]+; HPLC: single peak at tR=8.95 min (System 1). The reactants are C(=O)C1=C(SC=C1)SCC(=O)OC (methyl (3-formylthiophene-2-ylthio)acetate), N12CCCN=C2CCC1 (1,5-diazabicyclo[4.3.0]non-5-ene). Run in CO (methanol). Reaction conditions: time 30 minute. Product: S1C(=CC2=C1SC=C2)C(=O)OC (methyl thieno-[2,3-b]thiophene-2-carboxylate). The yield is 80.6%. RXN SMILES: [CH:1]([C:3]1[CH:7]=[CH:6][S:5][C:4]=1[S:8][CH2:9][C:10]([O:12][CH3:13])=[O:11])=O.N12CCCC1=NCCC2>CO>[S:8]1[C:4]2[S:5][CH:6]=[CH:7][C:3]=2[CH:1]=[C:9]1[C:10]([O:12][CH3:13])=[O:11]. Procedure: To a solution of methyl (3-formylthiophene-2-ylthio)acetate (19.31 g, 91 mmol) in methanol (150 mL) was added 1,5-diazabicyclo[4.3.0]non-5-ene (DBN) (1 mL, 1 g, 8.05 mmol) and the stirred reaction flask was immediately immersed in an ice-water bath. Stirring was continued for 30 minutes and the mixture was filtered to give a tacky solid product which was washed with a little cold (-20° C.) methanol. The solvent was evaporated in vacuo from the mother liquor and the residue was partitioned betwee... The reactants are ClCCCC(=O)NC=1C(=C(C(=O)OC)C=C(C1)[N+](=O)[O-])F (Methyl 3-[(4-chlorobutanoyl)amino]-2-fluoro-5-nitrobenzoate), [H-].[Na+] (NaH). The solvent is CCOC(=O)C (AcOEt), C1CCOC1 (THF). Conditions: time 1.5 hour. Yields the product FC1=C(C(=O)OC)C=C(C=C1N1C(CCC1)=O)[N+](=O)[O-] (Methyl 2-fluoro-5-nitro-3-(2-oxo-1-pyrrolidinyl)benzoate). Yield: 43.8%. As a reaction SMILES: Cl[CH2:2][CH2:3][CH2:4][C:5]([NH:7][C:8]1[C:9]([F:21])=[C:10]([CH:15]=[C:16]([N+:18]([O-:20])=[O:19])[CH:17]=1)[C:11]([O:13][CH3:14])=[O:12])=[O:6].[H-].[Na+]>C1COCC1.CCOC(C)=O>[F:21][C:9]1[C:8]([N:7]2[CH2:2][CH2:3][CH2:4][C:5]2=[O:6])=[CH:17][C:16]([N+:18]([O-:20])=[O:19])=[CH:15][C:10]=1[C:11]([O:13][CH3:14])=[O:12] |f:1.2|. Reported procedure: To a solution of methyl 3-[(4-chlorobutanoyl)amino]-2-fluoro-5-nitrobenzoate (D139) (8.5 g, 26.7 mmol, 1 equiv) in THF (100 ml) was added NaH (60% dispersion in mineral oil, 1.17 g, 29.4 mmol, 1.1 equiv) and the resulting mixture was stirred at room temperature for 1.5 h then diluted with AcOEt. The organic phase was washed with H2O, dried over MgSO4 and concentrated in vacuo. Purification of the residue by flash chromatography on silica gel (iso-hexane/AcOEt: 2/1) gave methyl 2-fluoro-5-nitro-3...